This data is from the Open Reaction Database (ORD), a public repository of structured organic reaction records. The task is: describe an organic reaction: reactants, conditions, products, and yield Reactants: [Br-], [K+], O=[N+]([O-])c1ccc(CCl)cc1, [Na+], CN(C)C=O, O, Cc1ccc(S(=O)[O-])cc1. Yields the product Cc1ccc(S(=O)(=O)Cc2ccc([N+](=O)[O-])cc2)cc1. RXN SMILES: [Br-:23].[K+:24].[N+:1](=[O:2])([O-:3])[c:4]1[cH:5][cH:6][c:7]([CH2:8][Cl:9])[cH:10][cH:11]1.[Na+:22].[O:25]=[CH:26][N:27]([CH3:28])[CH3:29].[OH2:30].[c:12]1([CH3:21])[cH:13][cH:14][c:15]([S:18](=[O:19])[O-:20])[cH:16][cH:17]1>>[N+:1](=[O:2])([O-:3])[c:4]1[cH:5][cH:6][c:7]([CH2:8][S:18]([c:15]2[cH:14][cH:13][c:12]([CH3:21])[cH:17][cH:16]2)(=[O:19])=[O:20])[cH:10][cH:11]1. Starting materials: BrC1=CC=C(C=C1)C(CC(=O)C=1C=CC(NC1)=O)CC=C (5-[3-(4-bromo-phenyl)-hex-5-enoyl]-1H-pyridin-2-one), IC (iodomethane), C([O-])([O-])=O.[K+].[K+] (potassium carbonate). Yields the product BrC1=CC=C(C=C1)C(CC(=O)C=1C=CC(N(C1)C)=O)CC=C (5-[3-(4-Bromo-phenyl)-hex-5-enoyl]-1-methyl-1H-pyridin-2-one). RXN SMILES: [Br:1][C:2]1[CH:7]=[CH:6][C:5]([CH:8]([CH2:19][CH:20]=[CH2:21])[CH2:9][C:10]([C:12]2[CH:13]=[CH:14][C:15](=[O:18])[NH:16][CH:17]=2)=[O:11])=[CH:4][CH:3]=1.IC.[C:24](=O)([O-])[O-].[K+].[K+]>>[Br:1][C:2]1[CH:3]=[CH:4][C:5]([CH:8]([CH2:19][CH:20]=[CH2:21])[CH2:9][C:10]([C:12]2[CH:13]=[CH:14][C:15](=[O:18])[N:16]([CH3:24])[CH:17]=2)=[O:11])=[CH:6][CH:7]=1 |f:2.3.4|. Reported procedure: In analogy to example 161, step 1, 5-[3-(4-bromo-phenyl)-hex-5-enoyl]-1H-pyridin-2-one was reacted with iodomethane in the presence of potassium carbonate to give the title compound as a colorless oil, MS (ESI+): m/z=360.1 [M+H]+.